From a dataset of the Open Reaction Database (ORD), a public repository of structured organic reaction records. describe an organic reaction: reactants, conditions, products, and yield The reactants are O=C([O-])O, C1CCOC1, CC(C)(C)S(N)=O, CO, N#Cc1c(F)cccc1C(=O)c1ccnc(Cl)c1, [Na+]. The product is CC(C)(C)S(=O)N=C(c1ccnc(Cl)c1)c1cccc(F)c1C#N. Reaction SMILES: [C:28](=[O:29])([OH:30])[O-:31].[CH2:33]1[O:34][CH2:35][CH2:36][CH2:37]1.[CH3:19][C:20]([CH3:21])([CH3:22])[S:23](=[O:24])[NH2:25].[CH3:26][OH:27].[Cl:1][c:2]1[n:3][cH:4][cH:5][c:6]([C:8](=[O:9])[c:10]2[c:11]([C:12]#[N:13])[c:14]([F:18])[cH:15][cH:16][cH:17]2)[cH:7]1.[Na+:32]>>[Cl:1][c:2]1[n:3][cH:4][cH:5][c:6]([C:8]([c:10]2[c:11]([C:12]#[N:13])[c:14]([F:18])[cH:15][cH:16][cH:17]2)=[N:25][S:23]([C:20]([CH3:19])([CH3:21])[CH3:22])=[O:24])[cH:7]1. The reactants are solution, [O-]CC.[Na+] (sodium ethoxide), C(C1=CC=CC=C1)=C(C(=O)OCC)C(=O)[O-] (ethyl benzalmalonate), Cl.C(C1=CC=CC=C1)(=N)N (benzamidine hydrochloride). Solvent: C(C)O (ethanol), C(C)O (ethanol). Conditions: time 2 hour. Product: O=C1NC(=NC(C1C(=O)OCC)C1=CC=CC=C1)C1=CC=CC=C1 (ethyl 3,4,5,6-tetrahydro-4-oxo-2,6-diphenylpyrimidine-5-carboxylate). Yield: 76.7%. As a reaction SMILES: [O-]CC.[Na+].Cl.[C:6]([NH2:14])(=[NH:13])[C:7]1[CH:12]=[CH:11][CH:10]=[CH:9][CH:8]=1.[CH:15](=[C:22]([C:28]([O-])=[O:29])[C:23]([O:25][CH2:26][CH3:27])=[O:24])[C:16]1[CH:21]=[CH:20][CH:19]=[CH:18][CH:17]=1>C(O)C>[O:29]=[C:28]1[CH:22]([C:23]([O:25][CH2:26][CH3:27])=[O:24])[CH:15]([C:16]2[CH:17]=[CH:18][CH:19]=[CH:20][CH:21]=2)[N:14]=[C:6]([C:7]2[CH:12]=[CH:11][CH:10]=[CH:9][CH:8]=2)[NH:13]1 |f:0.1,2.3|. Procedure details: To a mixture of a 20% solution of sodium ethoxide in ethanol (44.9 g) and ethanol (200 ml) is added benzamidine hydrochloride (10.3 g) at room temperature. The mixture is stirred at the same temperature for two hours, and thereto is added ethyl benzalmalonate (14.0 g), and the mixture is refluxed for three hours. The reaction mixture is concentrated under reduced pressure, and to the residue is added ice-water. To the mixture is added dropwise conc. hydrochloric acid until the pH value of the mi... Reactants: 2-(1-(4′-bipiperidin-1′-yl)-1-(3,4-dichlorophenyl)ethyl]cyclohexanol dihydrochloride, N1(CCCCC1)C1CCN(CC1)C(C(C1=CC(=C(C=C1)Cl)Cl)C1(CCCCC1)O)=O (1-[2-(1,4′-bipiperidin-1′-yl)-1-(3,4-dichlorophenyl)-2-oxoethyl]cyclohexanol), Cl (HCl). Yields the product Cl.Cl.N1(CCCCC1)C1CCN(CC1)CC(C1=CC(=C(C=C1)Cl)Cl)C1(CCCCC1)O (1-[2-(1,4′-bipiperidin-1′-yl)-1-(3,4-dichlorophenyl)ethyl]cyclohexanol Dihydrochloride). As a reaction SMILES: [N:1]1([CH:7]2[CH2:12][CH2:11][N:10]([C:13](=O)[CH:14]([C:23]3([OH:29])[CH2:28][CH2:27][CH2:26][CH2:25][CH2:24]3)[C:15]3[CH:20]=[CH:19][C:18]([Cl:21])=[C:17]([Cl:22])[CH:16]=3)[CH2:9][CH2:8]2)[CH2:6][CH2:5][CH2:4][CH2:3][CH2:2]1.[ClH:31]>>[ClH:21].[ClH:31].[N:1]1([CH:7]2[CH2:12][CH2:11][N:10]([CH2:13][CH:14]([C:23]3([OH:29])[CH2:28][CH2:27][CH2:26][CH2:25][CH2:24]3)[C:15]3[CH:20]=[CH:19][C:18]([Cl:21])=[C:17]([Cl:22])[CH:16]=3)[CH2:9][CH2:8]2)[CH2:6][CH2:5][CH2:4][CH2:3][CH2:2]1 |f:2.3.4|. Procedure details: In an analogous manner to Example 1, step 2 1-[2-(1-(4′-bipiperidin-1′-yl)-1-(3,4-dichlorophenyl)ethyl]cyclohexanol dihydrochloride was prepared from 1-[2-(1,4′-bipiperidin-1′-yl)-1-(3,4-dichlorophenyl)-2-oxoethyl]cyclohexanol. MS m/z 439/441/443 ([M+H]+); HRMS: calcd for C24H36Cl2N2O.2.00 HCl, 510.1738; found (ESI), 439.2267. Starting materials: C(C)(C)(C)OC(NC1=CC(=CC=C1)OC1=NC(=NC=C1C(NC1=CC=CC=C1)=O)SC)=O ([3-(2-methylsulfanyl-5-phenylcarbamoylpyrimidin-4-yloxy)-phenyl]-carbamic acid tert-butyl ester), C(C)(C)(C)OC(NC1=CC(=CC=C1)OC1=NC(=NC=C1C(NC1=CC=CC=C1)=O)S(=O)(=O)C)=O ([3-(2-methanesulfonyl-5-phenylcarbamoyl-pyrimidin-4-yloxy)-phenyl]-carbamic acid tert-butyl ester), C([O-])([O-])=O.[Cs+].[Cs+] (cesium carbonate). The reagents and catalysts are C=1C=CC(=CC1)P(C=2C=CC=CC2)C3=CC=C4C=CC=CC4=C3C5=C6C=CC=CC6=CC=C5P(C=7C=CC=CC7)C=8C=CC=CC8 (BINAP), CC(=O)[O-].CC(=O)[O-].[Pd+2] (Pd(OAc)2). Run in C1(=CC=CC=C1)C (toluene), C(C)(=O)OCC (ethyl acetate). Conditions: temperature 100 celsius, time 16 hour. The product is COC=1C=C(N)C=CC1 (3-methoxyaniline). Yield: 79.5%. As a reaction SMILES: C(OC(=O)[NH:7][C:8]1[CH:13]=[CH:12][CH:11]=[C:10]([O:14][C:15]2C(C(=O)NC3C=CC=CC=3)=CN=C(SC)N=2)[CH:9]=1)(C)(C)C.C(OC(=O)NC1C=CC=C(OC2C(C(=O)NC3C=CC=CC=3)=CN=C(S(C)(=O)=O)N=2)C=1)(C)(C)C.C(=O)([O-])[O-].[Cs+].[Cs+]>C1(C)C=CC=CC=1.C(OCC)(=O)C.CC([O-])=O.CC([O-])=O.[Pd+2].C1C=CC(P(C2C(C3C(P(C4C=CC=CC=4)C4C=CC=CC=4)=CC=C4C=3C=CC=C4)=C3C(C=CC=C3)=CC=2)C2C=CC=CC=2)=CC=1>[CH3:15][O:14][C:10]1[CH:9]=[C:8]([CH:13]=[CH:12][CH:11]=1)[NH2:7] |f:2.3.4,7.8.9|. Procedure: To a solution of 6 (1.69 g, 12.26 mmol), in toluene (50.0 mL) was added 7 (2.0 g, 12.26 mmol), BINAP (0.3 g, 0.49 mmol), cesium carbonate (7.9 g, 24.5 mmol). The solution was degassed (by purging N2 for 15 min) and to it was added Pd(OAc)2 (0.054 g, 0.25 mmol). The reaction mixture was stirred at 100° C. for 16 h under nitrogen atmosphere. It was cooled, diluted with ethyl acetate (100 mL) and filtered through Celite®. The filtrate was washed with water (2×25 mL), brine (25 mL), dried over Na2SO... As a reaction SMILES: [CH2:18]([CH3:19])[O:20][CH:21]([CH2:22][Br:23])[O:24][CH2:25][CH3:26].[F:1][c:2]1[cH:3][c:4]([CH3:11])[c:5]([OH:10])[c:6]([CH:7]=[O:8])[cH:9]1.[K+:12].[K+:13].[O-:14][C:15]([O-:16])=[O:17].[O:27]=[CH:28][N:29]([CH3:30])[CH3:31]>>[F:1][c:2]1[cH:3][c:4]([CH3:11])[c:5]([O:10][CH2:22][CH:21]([O:20][CH2:18][CH3:19])[O:24][CH2:25][CH3:26])[c:6]([CH:7]=[O:8])[cH:9]1. Starting materials: CCOC(CBr)OCC, Cc1cc(F)cc(C=O)c1O, [K+], [K+], O=C([O-])[O-], CN(C)C=O. Product: CCOC(COc1c(C)cc(F)cc1C=O)OCC. Reactants: ClC1=CC2=C(N(C(=N2)CCl)C2CS(CC2)(=O)=O)C=C1 (5-chloro-2-chloromethyl-1-(1,1-dioxo-tetrahydro-1λ6-thiophen-3-yl)-1H-benzoimidazole), CS(=O)(=O)C1=NNC2=CN=CC=C21 (3-(methylsulfonyl)-1H-pyrazolo[3,4-c]pyridine), 3-M, C(C)S(=O)(=O)N1N=CC2=CC=CC=C12 (ethanesulfonyl-1H-indazole). The product is ClC1=CC2=C(N(C(=N2)CN2N=C(C3=CC=CC=C23)S(=O)(=O)C)C2CS(CC2)(=O)=O)C=C1 (1-{[5-Chloro-1-(1,1-dioxidotetrahydrothiophen-3-yl)-1H-benzimidazol-2-yl]methyl}-3-(methylsulfonyl)-1H-indazole). As a reaction SMILES: [Cl:1][C:2]1[CH:19]=[CH:18][C:5]2[N:6]([CH:11]3[CH2:15][CH2:14][S:13](=[O:17])(=[O:16])[CH2:12]3)[C:7]([CH2:9]Cl)=[N:8][C:4]=2[CH:3]=1.C(S([N:25]1[C:33]2[C:28](=[CH:29][CH:30]=[CH:31][CH:32]=2)[CH:27]=[N:26]1)(=O)=O)C.[CH3:34][S:35](C1C2C(=CN=CC=2)NN=1)(=[O:37])=[O:36]>>[Cl:1][C:2]1[CH:19]=[CH:18][C:5]2[N:6]([CH:11]3[CH2:15][CH2:14][S:13](=[O:17])(=[O:16])[CH2:12]3)[C:7]([CH2:9][N:25]3[C:33]4[C:28](=[CH:29][CH:30]=[CH:31][CH:32]=4)[C:27]([S:35]([CH3:34])(=[O:37])=[O:36])=[N:26]3)=[N:8][C:4]=2[CH:3]=1. Procedure details: The title compound was prepared in analogy to Example 2-1 by using 5-chloro-2-chloromethyl-1-(1,1-dioxo-tetrahydro-1λ6-thiophen-3-yl)-1H-benzoimidazole and 3-M ethanesulfonyl-1H-indazole instead of 5-chloro-2-chloromethyl-1-((S)-1,1-dioxo-tetrahydro-1λ6-thiophen-3-yl)-1H-benzoimidazole and 3-(methylsulfonyl)-1H-pyrazolo[3,4-c]pyridine.